Dataset: the Open Reaction Database (ORD), a public repository of structured organic reaction records. Task: describe an organic reaction: reactants, conditions, products, and yield Starting materials: Cc1cc2c(n1CC(=O)O)CCCC2=O, CC(=O)[O-], CCO, Cl, NO, [Na+]. Yields the product Cc1cc2c(n1CC(=O)O)CCCC2=NO. RXN SMILES: [CH3:1][c:2]1[n:3]([CH2:12][C:13](=[O:14])[OH:15])[c:4]2[c:9]([cH:10]1)[C:8](=[O:11])[CH2:7][CH2:6][CH2:5]2.[CH3:20][C:21](=[O:22])[O-:23].[CH3:24][CH2:25][OH:26].[ClH:16].[NH2:17][OH:18].[Na+:19]>>[CH3:1][c:2]1[n:3]([CH2:12][C:13](=[O:14])[OH:15])[c:4]2[c:9]([cH:10]1)[C:8](=[N:17][OH:18])[CH2:7][CH2:6][CH2:5]2. Starting materials: CS(=O)(=O)Cl, CCOCC, ClCCl, Nc1ccc(C(=CC2CCCC2)C(=O)Nc2ncc(Cl)s2)cn1, c1ccncc1. Yields the product CS(=O)(=O)Nc1ccc(C(=CC2CCCC2)C(=O)Nc2ncc(Cl)s2)cn1. RXN SMILES: [CH3:30][S:31]([Cl:32])(=[O:33])=[O:34].[CH3:38][CH2:39][O:40][CH2:41][CH3:42].[Cl:35][CH2:36][Cl:37].[NH2:1][c:2]1[cH:3][cH:4][c:5]([C:8]([C:9](=[O:10])[NH:11][c:12]2[s:13][c:14]([Cl:17])[cH:15][n:16]2)=[CH:18][CH:19]2[CH2:20][CH2:21][CH2:22][CH2:23]2)[cH:6][n:7]1.[cH:24]1[cH:25][cH:26][n:27][cH:28][cH:29]1>>[NH:1]([c:2]1[cH:3][cH:4][c:5]([C:8]([C:9](=[O:10])[NH:11][c:12]2[s:13][c:14]([Cl:17])[cH:15][n:16]2)=[CH:18][CH:19]2[CH2:20][CH2:21][CH2:22][CH2:23]2)[cH:6][n:7]1)[S:31]([CH3:30])(=[O:33])=[O:34]. As a reaction SMILES: [CH3:1][O:2][C:3]1[CH:9]=[CH:8][C:7]([O:10]C)=[CH:6][C:4]=1[NH2:5].[Cl:12][C:13]1[CH:14]=[C:15]([CH:19]=[CH:20][C:21]=1[O:22]C)C(O)=O>>[Cl:12][C:13]1[CH:14]=[C:15]([C:1]2[O:2][C:3]3[CH:9]=[CH:8][C:7]([OH:10])=[CH:6][C:4]=3[N:5]=2)[CH:19]=[CH:20][C:21]=1[OH:22]. Procedure details: The title compound was prepared in substantially the same manner as described in Example 1, from 2,5-dimethoxyaniline, and 3-chloro-4-methoxybenzoic acid and was obtained as a white solid, m.p. 254-256° C.; MS m/e 260 (M−H)+. The reactants are COC1=C(N)C=C(C=C1)OC (2,5-dimethoxyaniline), ClC=1C=C(C(=O)O)C=CC1OC (3-chloro-4-methoxybenzoic acid). The product is ClC=1C=C(C=CC1O)C=1OC2=C(N1)C=C(C=C2)O (2-(3-Chloro-4-hydroxyphenyl)-1,3-benzoxazol-5-ol). Starting materials: OC(C1=CC=C(C=C1)NC(=O)C=1C(N(N(C1C)CCC)C1=CC=CC=C1)=O)C1=CC=NC2=CC(=CC=C12)OC (N-(4-(hydroxy(7-methoxyquinolin-4-yl)methyl)phenyl)-5-methyl-3-oxo-2-phenyl-1-propyl-2,3-dihydro-1H-pyrazole-4-carboxamide). Reagents/catalysts: [Zn] (zinc). The solvent is C(=O)O (formic acid), C(C)(=O)OCC (ethyl acetate). Conditions: temperature 60 celsius. Product: COC1=CC=C2C(=CC=NC2=C1)CC1=CC=C(C=C1)NC(=O)C=1C(N(N(C1C)CCC)C1=CC=CC=C1)=O (N-(4-((7-methoxyquinolin-4-yl)methyl)phenyl)-5-methyl-3-oxo-2-phenyl-1-propyl-2,3-dihydro-1H-pyrazole-4-carboxamide). Yield: 24.8%. Reaction SMILES: O[CH:2]([C:28]1[C:37]2[C:32](=[CH:33][C:34]([O:38][CH3:39])=[CH:35][CH:36]=2)[N:31]=[CH:30][CH:29]=1)[C:3]1[CH:8]=[CH:7][C:6]([NH:9][C:10]([C:12]2[C:13](=[O:27])[N:14]([C:21]3[CH:26]=[CH:25][CH:24]=[CH:23][CH:22]=3)[N:15]([CH2:18][CH2:19][CH3:20])[C:16]=2[CH3:17])=[O:11])=[CH:5][CH:4]=1>C(O)=O.C(OCC)(=O)C.[Zn]>[CH3:39][O:38][C:34]1[CH:33]=[C:32]2[C:37]([C:28]([CH2:2][C:3]3[CH:4]=[CH:5][C:6]([NH:9][C:10]([C:12]4[C:13](=[O:27])[N:14]([C:21]5[CH:26]=[CH:25][CH:24]=[CH:23][CH:22]=5)[N:15]([CH2:18][CH2:19][CH3:20])[C:16]=4[CH3:17])=[O:11])=[CH:7][CH:8]=3)=[CH:29][CH:30]=[N:31]2)=[CH:36][CH:35]=1. Reported procedure: In a 25 mL round bottom flask was dissolved N-(4-(hydroxy(7-methoxyquinolin-4-yl)methyl)phenyl)-5-methyl-3-oxo-2-phenyl-1-propyl-2,3-dihydro-1H-pyrazole-4-carboxamide (104 mg, 199 μmol) in 4 mL of formic acid and the resultant was then treated with zinc dust (325 mg, 4975 μmol) and heated at 60° C. After 6 h the reaction mixture was diluted with ethyl acetate, filtered over Celite and neutralized with aqueous NaHCO3 (sat.). The aqueous phase was extracted with ethyl acetate, and then the organic... Starting materials: CN(C)C(=O)Oc2ccc1ccccc1c2 (substrate), Cn2cnc(c1ccc(C#N)cc1)c2 (effective_coupling_partner). The reagents and catalysts are dcypt. Conditions: temperature 110 celsius, time 36 hour. Yields the product Cn2cc(c1ccc(C#N)cc1)nc2c4ccc3ccccc3c4.